Task: describe an organic reaction: reactants, conditions, products, and yield. Dataset: the Open Reaction Database (ORD), a public repository of structured organic reaction records The reactants are [BH4-], C1CCOC1, [Li+], CCOC(=O)Cn1c(Nc2ccc([N+](=O)[O-])cc2)nc2cccnc21. Product: O=[N+]([O-])c1ccc(Nc2nc3cccnc3n2CCO)cc1. Reaction SMILES: [BH4-:26].[CH2:28]1[O:29][CH2:30][CH2:31][CH2:32]1.[Li+:27].[N+:1](=[O:2])([O-:3])[c:4]1[cH:5][cH:6][c:7]([NH:10][c:11]2[n:12][c:13]3[c:14]([n:15][cH:16][cH:17][cH:18]3)[n:19]2[CH2:20][C:21](=[O:22])[O:23][CH2:24][CH3:25])[cH:8][cH:9]1>>[N+:1](=[O:2])([O-:3])[c:4]1[cH:5][cH:6][c:7]([NH:10][c:11]2[n:12][c:13]3[c:14]([n:15][cH:16][cH:17][cH:18]3)[n:19]2[CH2:20][CH2:21][OH:22])[cH:8][cH:9]1. Isolated yield 47.0%. Procedure details: The title compound was prepared from a mixture of N1-bicyclo[2.2.1]hept-5-en-2-ylhydrazine-1-carbothioamide (100 mg, 0.56 mmol) and 4-nitrobenzaldehyde (85 mg, 0.56 mmol) similar to Example 3 and isolated as a yellow solid (84 mg, 47%). 1H NMR (CDCl3): 9.80 (s, 1H), 8.28 (d, J=9.0 Hz, 2H), 7.90 (s, 1H), 7.78 (d, J=8.7 Hz, 2H), 7.47 (d, J=7.2 Hz, 1H), 6.26-6.14 (m, 2H), 4.30-4.26 (m, 1H), 3.08 (s, 1H), 2.99 (s, 1H), 1.96-1.89 (m, 1H), 1.70 (d, J=9.0 Hz, 1H), 1.51 (d, J=9.0 Hz, 1H), 1.47-1.41 (m, ... The product is C12C(CC(C=C1)C2)NC(NN=CC2=CC=C(C=C2)[N+](=O)[O-])=S (4-(Bicyclo[2.2.1]hept-5-en-2-yl)-1-(4-nitrobenzylidene)thiosemicarbazide), solid. RXN SMILES: [CH:1]12[CH2:7][CH:4]([CH:5]=[CH:6]1)[CH2:3][CH:2]2[NH:8][C:9]([NH:11][NH2:12])=[S:10].[N+:13]([C:16]1[CH:23]=[CH:22][C:19]([CH:20]=O)=[CH:18][CH:17]=1)([O-:15])=[O:14]>>[CH:1]12[CH2:7][CH:4]([CH:5]=[CH:6]1)[CH2:3][CH:2]2[NH:8][C:9](=[S:10])[NH:11][N:12]=[CH:20][C:19]1[CH:22]=[CH:23][C:16]([N+:13]([O-:15])=[O:14])=[CH:17][CH:18]=1. Reactants: C12C(CC(C=C1)C2)NC(=S)NN (N1-bicyclo[2.2.1]hept-5-en-2-ylhydrazine-1-carbothioamide), [N+](=O)([O-])C1=CC=C(C=O)C=C1 (4-nitrobenzaldehyde). Solvent: O (water), C(C)(=O)OCC (Ethyl acetate), C(C)O (ethanol). Reaction SMILES: [CH2:1]([N:3]([CH2:27][CH3:28])[CH2:4][CH2:5][NH:6][C:7](=O)[C:8]1[CH:13]=[CH:12][C:11]([C:14]2[C:15]3[CH2:25][C:24]4[C:19](=[CH:20][CH:21]=[CH:22][CH:23]=4)[C:16]=3[NH:17][N:18]=2)=[CH:10][CH:9]=1)[CH3:2].O1CCCC1.[H-].[Al+3].[Li+].[H-].[H-].[H-].[ClH:40]>C(O)C.O.C(OCC)(=O)C>[ClH:40].[ClH:40].[ClH:40].[CH2:27]([N:3]([CH2:1][CH3:2])[CH2:4][CH2:5][NH:6][CH2:7][C:8]1[CH:9]=[CH:10][C:11]([C:14]2[C:15]3[CH2:25][C:24]4[C:19](=[CH:20][CH:21]=[CH:22][CH:23]=4)[C:16]=3[NH:17][N:18]=2)=[CH:12][CH:13]=1)[CH3:28] |f:2.3.4.5.6.7,12.13.14.15|. Procedure details: A mixture of N-(2-diethylaminoethyl)-4-(1,4-dihydroindeno[1,2-c]pyrazol-3-yl)benzamide (2.75 g, Example 29) and dry tetrahydrofuran (100 ml) was stirred at room temperature under nitrogen and lithium aluminium hydride (3.4 g) was added portionwise. The reaction mixture was then boiled under reflux for about 2.5 hours, then cooled in an ice/water bath. Ethyl acetate (100 ml) and water (100 ml) were added. Then the organic phase was separated off, washed with brine (25 ml), dried, filtered and eva... Starting materials: Cl (hydrochloric acid), C(C)N(CCNC(C1=CC=C(C=C1)C=1C2=C(NN1)C1=CC=CC=C1C2)=O)CC (N-(2-diethylaminoethyl)-4-(1,4-dihydroindeno[1,2-c]pyrazol-3-yl)benzamide), O1CCCC1 (tetrahydrofuran), [H-].[Al+3].[Li+].[H-].[H-].[H-] (lithium aluminium hydride). Product: Cl.Cl.Cl.C(C)N(CCNCC1=CC=C(C=C1)C=1C2=C(NN1)C1=CC=CC=C1C2)CC (3-{4-[(2-diethylaminoethyl)aminomethyl]phenyl}-1,4-dihydroindeno[1,2-c]pyrazole trihydrochloride). Procedure details: Following the procedure of Example 104, but using 1-(p-chlorobenzyl)-1-[4-(i-propyl)phenyl]-hydrazine hydrochloride and methyl 2,2-dimethyl-4-oxo-5-(2-isopropylphenylthio)pentanoate as starting materials followed by hydrolysis at reflux gave the title compound, m.p. 142°-143°. Yields the product ClC1=CC=C(CN2C(=C(C3=CC(=CC=C23)C(C)C)SC2=C(C=CC=C2)C(C)C)CC(C(=O)O)(C)C)C=C1 (1-(p Chlorobenzyl)-α,α-dimethyl-5-isopropyl-3-(2-isopropylphenylthio)indole-2-propanoic acid). Reactants: Cl.ClC1=CC=C(CN(N)C2=CC=C(C=C2)C(C)C)C=C1 (1-(p-chlorobenzyl)-1-[4-(i-propyl)phenyl]-hydrazine hydrochloride), CC(C(=O)OC)(CC(CSC1=C(C=CC=C1)C(C)C)=O)C (methyl 2,2-dimethyl-4-oxo-5-(2-isopropylphenylthio)pentanoate). Reaction SMILES: Cl.[Cl:2][C:3]1[CH:20]=[CH:19][C:6]([CH2:7][N:8]([C:10]2[CH:15]=[CH:14][C:13]([CH:16]([CH3:18])[CH3:17])=[CH:12][CH:11]=2)N)=[CH:5][CH:4]=1.[CH3:21][C:22]([CH3:41])([CH2:27][C:28](=O)[CH2:29][S:30][C:31]1[CH:36]=[CH:35][CH:34]=[CH:33][C:32]=1[CH:37]([CH3:39])[CH3:38])[C:23]([O:25]C)=[O:24]>>[Cl:2][C:3]1[CH:20]=[CH:19][C:6]([CH2:7][N:8]2[C:10]3[C:15](=[CH:14][C:13]([CH:16]([CH3:18])[CH3:17])=[CH:12][CH:11]=3)[C:29]([S:30][C:31]3[CH:36]=[CH:35][CH:34]=[CH:33][C:32]=3[CH:37]([CH3:39])[CH3:38])=[C:28]2[CH2:27][C:22]([CH3:41])([CH3:21])[C:23]([OH:25])=[O:24])=[CH:5][CH:4]=1 |f:0.1|.